This data is from the Open Reaction Database (ORD), a public repository of structured organic reaction records. The task is: describe an organic reaction: reactants, conditions, products, and yield Reactants: FC1(C(C1)CN1S(N(C2=C1C=CC(=C2)B2OC(C(O2)(C)C)(C)C)C)(=O)=O)F (1-[(2,2-difluorocyclopropyl)methyl]-3-methyl-5-(4,4,5,5-tetramethyl-1,3,2-dioxaborolan-2-yl)-1,3-dihydro-2,1,3-benzothiadiazole 2,2-dioxide), BrC1=CC=CC(=N1)CO ((6-bromopyridin-2-yl)methanol), C([O-])([O-])=O.[Cs+].[Cs+] (cesium carbonate). The reagents and catalysts are [Pd].C(C)(C)(C)P(C(C)(C)C)C(C)(C)C.C(C)(C)(C)P(C(C)(C)C)C(C)(C)C (bis(tri-t-butylphosphine) palladium(0)). The solvent is O (water), O1CCOCC1 (dioxane), CCOC(=O)C (EtOAc). Run at temperature 120 celsius. The product is FC1(C(C1)CN1S(N(C2=C1C=CC(=C2)C2=CC=CC(=N2)CO)C)(=O)=O)F ((6-{1-[(2,2-difluorocyclopropyl)methyl]-3-methyl-2,2-dioxido-1,3-dihydro-2,1,3-benzothiadiazol-5-yl}pyridin-2-yl)methanol). As a reaction SMILES: [F:1][C:2]1([F:27])[CH2:4][CH:3]1[CH2:5][N:6]1[C:10]2[CH:11]=[CH:12][C:13](B3OC(C)(C)C(C)(C)O3)=[CH:14][C:9]=2[N:8]([CH3:24])[S:7]1(=[O:26])=[O:25].Br[C:29]1[N:34]=[C:33]([CH2:35][OH:36])[CH:32]=[CH:31][CH:30]=1.C(=O)([O-])[O-].[Cs+].[Cs+]>O1CCOCC1.O.CCOC(C)=O.[Pd].C(P(C(C)(C)C)C(C)(C)C)(C)(C)C.C(P(C(C)(C)C)C(C)(C)C)(C)(C)C>[F:27][C:2]1([F:1])[CH2:4][CH:3]1[CH2:5][N:6]1[C:10]2[CH:11]=[CH:12][C:13]([C:29]3[N:34]=[C:33]([CH2:35][OH:36])[CH:32]=[CH:31][CH:30]=3)=[CH:14][C:9]=2[N:8]([CH3:24])[S:7]1(=[O:25])=[O:26] |f:2.3.4,8.9.10|. Reported procedure: 1-[(2,2-difluorocyclopropyl)methyl]-3-methyl-5-(4,4,5,5-tetramethyl-1,3,2-dioxaborolan-2-yl)-1,3-dihydro-2,1,3-benzothiadiazole 2,2-dioxide (12-1) (131 mg, 0.33 mmol, 1.0 eq), (6-bromopyridin-2-yl)methanol (61 mg, 0.33 mmol, 1.0 eq), cesium carbonate (317 mg, 0.97 mmol, 3.0 eq) and bis(tri-t-butylphosphine) palladium(0) (16.6 mg, 0.03 mmol, 0.1 eq) were combined in dioxane (1.0 mL) and water (0.2 mL). The resulting mixture was heated in the microwave at 120° C. for 20 minutes. The reaction mixtu... The reactants are O=C([O-])[O-], COCCOC, CB1OB(C)OB(C)O1, [Cs+], [Cs+], Nc1ccc(S(F)(F)(F)(F)F)cc1Br, O. Product: Cc1cc(S(F)(F)(F)(F)F)ccc1N. As a reaction SMILES: [C:1](=[O:2])([O-:3])[O-:4].[CH2:31]([CH2:32][O:33][CH3:34])[O:35][CH3:36].[CH3:8][B:9]1[O:10][B:11]([CH3:12])[O:13][B:14]([CH3:15])[O:16]1.[Cs+:5].[Cs+:6].[NH2:17][c:18]1[c:19]([Br:30])[cH:20][c:21]([S:24]([F:25])([F:26])([F:27])([F:28])[F:29])[cH:22][cH:23]1.[OH2:7]>>[CH3:8][c:19]1[c:18]([NH2:17])[cH:23][cH:22][c:21]([S:24]([F:25])([F:26])([F:27])([F:28])[F:29])[cH:20]1. The reactants are C(C)(=O)OC(C)=O (acetic anhydride), [H][H] (hydrogen), BrC1=C2CCN(CC2=C(C=C1)[N+](=O)[O-])C(C)=O (1-(5-Bromo-8-nitro-3,4-dihydro-1H-isoquinolin-2-yl)-ethanone). The reagents and catalysts are [Ni] (Raney Nickel). Run in C1CCOC1 (THF), C1CCOC1 (THF). Yields the product C(C)(=O)N1CC2=C(C=CC(=C2CC1)Br)NC(C)=O (N-(2-Acetyl-5-bromo-1,2,3,4-tetrahydro-8-isoquinolinyl)-acetamide). The yield is 96.0%. Reaction SMILES: [Br:1][C:2]1[CH:11]=[CH:10][C:9]([N+:12]([O-])=O)=[C:8]2[C:3]=1[CH2:4][CH2:5][N:6]([C:15](=[O:17])[CH3:16])[CH2:7]2.[H][H].[C:20](OC(=O)C)(=[O:22])[CH3:21]>C1COCC1.[Ni]>[C:15]([N:6]1[CH2:5][CH2:4][C:3]2[C:8](=[C:9]([NH:12][C:20](=[O:22])[CH3:21])[CH:10]=[CH:11][C:2]=2[Br:1])[CH2:7]1)(=[O:17])[CH3:16]. Procedure: The product from Example 2 (13.05 g, 43.6 mmol) was dissolved in THF (100 mL) and treated with Raney Nickel (2 g). Under the presence of hydrogen (19.8 psi, 23° C.) the mixture was stirred for 19 hours, and evaporated under vacuum. The residue was then washed with diethyl ether and evaporated under vacuum to give a semi-solid. The semi-solid was treated with acetic anhydride (30 mL), THF (30 mL) and stirred. After 2 hours the solvent was evaporated under vacuum. The residue was dissolved in THF,... The reactants are Br, CCN=C=NCCCN(C)C, ClCCl, O=C(O)CN1CCC(c2ccc(F)cc2)(c2ccc(F)cc2)C1=O, FC(F)(F)c1ccc2c(c1)CNC2. Product: O=C(CN1CCC(c2ccc(F)cc2)(c2ccc(F)cc2)C1=O)N1Cc2ccc(C(F)(F)F)cc2C1. As a reaction SMILES: [BrH:25].[CH2:39]([N:40]=[C:41]=[N:42][CH2:43][CH2:44][CH2:45][N:46]([CH3:47])[CH3:48])[CH3:49].[Cl:50][CH2:51][Cl:52].[F:1][c:2]1[cH:3][cH:4][c:5]([C:8]2([c:18]3[cH:19][cH:20][c:21]([F:24])[cH:22][cH:23]3)[C:9](=[O:17])[N:10]([CH2:13][C:14](=[O:15])[OH:16])[CH2:11][CH2:12]2)[cH:6][cH:7]1.[F:26][C:27]([c:28]1[cH:29][c:30]2[c:34]([cH:35][cH:36]1)[CH2:33][NH:32][CH2:31]2)([F:37])[F:38]>>[F:1][c:2]1[cH:3][cH:4][c:5]([C:8]2([c:18]3[cH:19][cH:20][c:21]([F:24])[cH:22][cH:23]3)[C:9](=[O:17])[N:10]([CH2:13][C:14](=[O:15])[N:32]3[CH2:31][c:30]4[cH:29][c:28]([C:27]([F:26])([F:37])[F:38])[cH:36][cH:35][c:34]4[CH2:33]3)[CH2:11][CH2:12]2)[cH:6][cH:7]1. Reactants: O=C(O)c1cccc(CBr)c1, CO, N#C[Na]. Yields the product N#CCc1cccc(C(=O)O)c1. RXN SMILES: [Br:1][CH2:2][c:3]1[cH:4][c:5]([C:6](=[O:7])[OH:8])[cH:9][cH:10][cH:11]1.[CH3:15][OH:16].[Na:12][C:13]#[N:14]>>[CH2:2]([c:3]1[cH:4][c:5]([C:6](=[O:7])[OH:8])[cH:9][cH:10][cH:11]1)[C:13]#[N:14]. Reactants: O=C([O-])[O-], CCC(c1ccccc1)N1Cc2cc3c(cc2CC1C(=O)NC(Cc1ccc(-c2ccc(F)cc2)cc1)C(=O)OC)N(C)C(=O)C(c1ccc(O)cc1)O3, Clc1ccc(CBr)cc1Cl, [K+], [K+], [Na+], [Na+], O=C([O-])[O-], CN(C)C=O. The product is CCC(c1ccccc1)N1Cc2cc3c(cc2CC1C(=O)NC(Cc1ccc(-c2ccc(F)cc2)cc1)C(=O)OC)N(C)C(=O)C(c1ccc(OCc2ccc(Cl)c(Cl)c2)cc1)O3. Reaction SMILES: [C:65](=[O:66])([O-:67])[O-:68].[CH3:1][O:2][C:3]([CH:4]([CH2:5][c:6]1[cH:7][cH:8][c:9](-[c:12]2[cH:13][cH:14][c:15]([F:18])[cH:16][cH:17]2)[cH:10][cH:11]1)[NH:19][C:20](=[O:21])[CH:22]1[N:23]([CH:45]([CH2:46][CH3:47])[c:48]2[cH:49][cH:50][cH:51][cH:52][cH:53]2)[CH2:24][c:25]2[cH:26][c:27]3[c:32]([cH:33][c:34]2[CH2:35]1)[N:31]([CH3:36])[C:30](=[O:37])[CH:29]([c:38]1[cH:39][cH:40][c:41]([OH:44])[cH:42][cH:43]1)[O:28]3)=[O:54].[Cl:55][c:56]1[cH:57][c:58]([CH2:59][Br:60])[cH:61][cH:62][c:63]1[Cl:64].[K+:69].[K+:70].[Na+:71].[Na+:72].[O-:73][C:74](=[O:75])[O-:76].[O:77]=[CH:78][N:79]([CH3:80])[CH3:81]>>[CH3:1][O:2][C:3]([CH:4]([CH2:5][c:6]1[cH:7][cH:8][c:9](-[c:12]2[cH:13][cH:14][c:15]([F:18])[cH:16][cH:17]2)[cH:10][cH:11]1)[NH:19][C:20](=[O:21])[CH:22]1[N:23]([CH:45]([CH2:46][CH3:47])[c:48]2[cH:49][cH:50][cH:51][cH:52][cH:53]2)[CH2:24][c:25]2[cH:26][c:27]3[c:32]([cH:33][c:34]2[CH2:35]1)[N:31]([CH3:36])[C:30](=[O:37])[CH:29]([c:38]1[cH:39][cH:40][c:41]([O:44][CH2:59][c:58]2[cH:57][c:56]([Cl:55])[c:63]([Cl:64])[cH:62][cH:61]2)[cH:42][cH:43]1)[O:28]3)=[O:54]. Reactants: Cc1cc(Cl)nc2cc[nH]c12, [H-], CCCI, [Na+], CN(C)C=O, O. The product is CCCn1ccc2nc(Cl)cc(C)c21. Reaction SMILES: [Cl:1][c:2]1[cH:3][c:4]([CH3:11])[c:5]2[c:6]([n:7]1)[cH:8][cH:9][nH:10]2.[H-:13].[I:14][CH2:15][CH2:16][CH3:17].[Na+:12].[O:19]=[CH:20][N:21]([CH3:22])[CH3:23].[OH2:18]>>[Cl:1][c:2]1[cH:3][c:4]([CH3:11])[c:5]2[c:6]([n:7]1)[cH:8][cH:9][n:10]2[CH2:15][CH2:16][CH3:17]. The reactants are C(C)OC(C(CC)C1=CC=C(C=C1)C(C)=O)=O (4-acetylphenylbutyric acid ethyl ester), [OH-].[Na+] (sodium hydroxide). Solvent: C(C)O (ethanol), O (water). Product: C(C)(=O)C1=CC=C(C=C1)C(C(=O)O)CC (4-acetylphenylbutyric acid). Isolated yield 123.8%. RXN SMILES: C([O:3][C:4](=[O:17])[CH:5]([C:8]1[CH:13]=[CH:12][C:11]([C:14](=[O:16])[CH3:15])=[CH:10][CH:9]=1)[CH2:6][CH3:7])C.[OH-].[Na+]>C(O)C.O>[C:14]([C:11]1[CH:12]=[CH:13][C:8]([CH:5]([CH2:6][CH3:7])[C:4]([OH:17])=[O:3])=[CH:9][CH:10]=1)(=[O:16])[CH3:15] |f:1.2|. Procedure details: Part C--To a solution of 4-acetylphenylbutyric acid ethyl ester (50.0 g, 0.21 mol) in ethanol (1250 mL) was added, dropwise, a solution of sodium hydroxide (50.0 g) in water (1250 mL). All was stirred at reflux over 4 hours. The solution was concentrated to half volume and then acidified to a pH equal to 1.0 using hydrochloric acid (1N). The resulting precipitate was collected and washed with water to give 4-acetylphenylbutyric acid (53.76 g, 0.26 mol, 99%) as a white solid. mp=50-52° C.; 1H NMR...